This data is from the Open Reaction Database (ORD), a public repository of structured organic reaction records. The task is: describe an organic reaction: reactants, conditions, products, and yield The reactants are CN1N=CC2=CC(=CC=C12)C(C(=O)[O-])=O (2-(1-methyl-1H-indazol-5-yl)-2-oxoacetate), C(CN)N (ethylenediamine), S(=O)(=O)([O-])[O-].[Na+].[Na+] (sodium sulfate). Run in C1(=CC=CC=C1)C (toluene), C(C)(=O)OCC (ethyl acetate). Product: CN1N=CC2=CC(=CC=C12)C=1C(NCCN1)=O (3-(1-methyl-1H-indazol-5-yl)-5,6-dihydropyrazin-2(1H)-one). Reaction SMILES: [CH3:1][N:2]1[C:10]2[C:5](=[CH:6][C:7]([C:11](=O)[C:12]([O-:14])=O)=[CH:8][CH:9]=2)[CH:4]=[N:3]1.[CH2:16]([NH2:19])[CH2:17][NH2:18].S([O-])([O-])(=O)=O.[Na+].[Na+]>C1(C)C=CC=CC=1.C(OCC)(=O)C>[CH3:1][N:2]1[C:10]2[C:5](=[CH:6][C:7]([C:11]3[C:12](=[O:14])[NH:18][CH2:17][CH2:16][N:19]=3)=[CH:8][CH:9]=2)[CH:4]=[N:3]1 |f:2.3.4|. Procedure: The mixture of 2-(1-methyl-1H-indazol-5-yl)-2-oxoacetate (520 mg, 2.2 mmol), ethylenediamine (0.15 mL, 2.2 mmol), and sodium sulfate in toluene (9 mL) was heated at reflux for 12 hours. The reaction was cooled, and diluted with ethyl acetate. The mixture was filtered through a pad of celite and was washed with ethyl acetate. Concentration and purification with flash column chromatography (EtOAc) gave 3-(1-methyl-1H-indazol-5-yl)-5,6-dihydropyrazin-2(1H)-one. LCMS-ESI+: calc'd for C12H13N4O: 229....